This data is from the Open Reaction Database (ORD), a public repository of structured organic reaction records. The task is: describe an organic reaction: reactants, conditions, products, and yield Yield: 38.1%. The solvent is C(C)#N (acetonitrile). The reactants are C(C)(C)(C)OC(N(CC=1C=NC(=CC1)OC)C1=NC=C(C=C1)C(C1=CNC2=NC=CN=C21)O)=O ({5-[hydroxy-(5H-pyrrolo[2,3-b]pyrazin-7-yl)-methyl]-pyridin-2-yl}-(6-methoxy-pyridin-3-ylmethyl)-carbamic acid tert-butyl ester), C(C)[SiH](CC)CC (triethylsilane), FC(C(=O)O)(F)F (trifluoroacetic acid), C([O-])([O-])=O.[K+].[K+] (potassium carbonate). Conditions: temperature 80 celsius. Reaction SMILES: C(OC(=O)[N:7]([C:17]1[CH:22]=[CH:21][C:20]([CH:23](O)[C:24]2[C:32]3[C:27](=[N:28][CH:29]=[CH:30][N:31]=3)[NH:26][CH:25]=2)=[CH:19][N:18]=1)[CH2:8][C:9]1[CH:10]=[N:11][C:12]([O:15][CH3:16])=[CH:13][CH:14]=1)(C)(C)C.C([SiH](CC)CC)C.FC(F)(F)C(O)=O.C(=O)([O-])[O-].[K+].[K+]>C(#N)C>[CH3:16][O:15][C:12]1[N:11]=[CH:10][C:9]([CH2:8][NH:7][C:17]2[CH:22]=[CH:21][C:20]([CH2:23][C:24]3[C:32]4[C:27](=[N:28][CH:29]=[CH:30][N:31]=4)[NH:26][CH:25]=3)=[CH:19][N:18]=2)=[CH:14][CH:13]=1 |f:3.4.5|. Product: COC1=CC=C(C=N1)CNC1=NC=C(C=C1)CC1=CNC2=NC=CN=C21 ((6-methoxy-pyridin-3-ylmethyl)-[5-(5H-pyrrolo[2,3-b]pyrazin-7-ylmethyl)-pyridin-2-yl]-amine). Procedure: To {5-[hydroxy-(5H-pyrrolo[2,3-b]pyrazin-7-yl)-methyl]-pyridin-2-yl}-(6-methoxy-pyridin-3-ylmethyl)-carbamic acid tert-butyl ester (7, 0.220 g, 0.48 mmol) in 10.4 mL of acetonitrile, triethylsilane (2.1 mL 0.013 mol) and trifluoroacetic acid (1.0 mL 0.014 mol) were added. The reaction was heated to 80° C. for 4 hours, then poured into aqueous potassium carbonate, and extracted with ethyl acetate. The organic layer was dried over anhydrous sodium sulfate and filtered. The filtrate was concentrate... Reactants: ClC=1C(=C(C(=O)CC(=O)OCC)C(=C(C1F)F)C)F (ethyl 3-chloro-2,4,5-trifluoro-6-methylbenzoylacetate), C(OCC)([O-])[O-] (ethyl orthoformate). Yields the product ClC=1C(=C(C(=O)C(C(=O)OCC)=COCC)C(=C(C1F)F)C)F (ethyl 2-(3-chloro-2,4,5-trifluoro-6-methylbenzoyl)-3-ethoxyacrylate). The yield is 100.8%. As a reaction SMILES: [Cl:1][C:2]1[C:3]([F:19])=[C:4]([C:13]([CH3:18])=[C:14]([F:17])[C:15]=1[F:16])[C:5]([CH2:7][C:8]([O:10][CH2:11][CH3:12])=[O:9])=[O:6].[CH:20]([O-])([O-])[O:21][CH2:22][CH3:23]>>[Cl:1][C:2]1[C:3]([F:19])=[C:4]([C:13]([CH3:18])=[C:14]([F:17])[C:15]=1[F:16])[C:5]([C:7](=[CH:20][O:21][CH2:22][CH3:23])[C:8]([O:10][CH2:11][CH3:12])=[O:9])=[O:6]. Procedure: Employing ethyl 3-chloro-2,4,5-trifluoro-6-methylbenzoylacetate (300 mg) and ethyl orthoformate (550 mg), the procedure of Reference Example 20 is repeated to give ethyl 2-(3-chloro-2,4,5-trifluoro-6-methylbenzoyl)-3-ethoxyacrylate (360 mg), as brown oil.